This data is from the Open Reaction Database (ORD), a public repository of structured organic reaction records. The task is: describe an organic reaction: reactants, conditions, products, and yield Starting materials: BrC1=C(C(=O)O)C=C(C=C1)OC (2-bromo-5-methoxybenzoic acid), C(CCC)[Li] (n-butyllithium), ClC1=CC=C(C(=O)N(C)OC)C=C1 (4-chloro-N-methoxy-N-methylbenzamide). Yields the product ClC1=CC=C(C(=O)C2=C(C(=O)O)C=C(C=C2)OC)C=C1 (2-(4-chlorobenzoyl)-5-methoxybenzoic acid). RXN SMILES: Br[C:2]1[CH:10]=[CH:9][C:8]([O:11][CH3:12])=[CH:7][C:3]=1[C:4]([OH:6])=[O:5].C([Li])CCC.[Cl:18][C:19]1[CH:30]=[CH:29][C:22]([C:23](N(OC)C)=[O:24])=[CH:21][CH:20]=1>>[Cl:18][C:19]1[CH:30]=[CH:29][C:22]([C:23]([C:2]2[CH:10]=[CH:9][C:8]([O:11][CH3:12])=[CH:7][C:3]=2[C:4]([OH:6])=[O:5])=[O:24])=[CH:21][CH:20]=1. Procedure: This compound is synthesized according to the method described in 3.2. by reacting 2-bromo-5-methoxybenzoic acid pretreated with n-butyllithium with 4-chloro-N-methoxy-N-methylbenzamide. It is used in crude form in the following reaction. Starting materials: C(C1=CC=CC=C1)NCCC1=CC=C(OC2=NC=C(C(=O)N)C=C2)C=C1 (6-[4-(2-benzylamino-ethyl)-phenoxy]-nicotinamide), [BH-](OC(=O)C)(OC(=O)C)OC(=O)C.[Na+] (NaBH(OAc)3), CC(=O)O (AcOH), C=O (formaldehyde). The solvent is ClCCCl (1,2-DCE), C(Cl)Cl (CH2Cl2). Run at time 8 hour. Product: C(C1=CC=CC=C1)N(CCC1=CC=C(OC2=NC=C(C(=O)N)C=C2)C=C1)C (6-{4-[2-(Benzyl-methyl-amino)-ethyl]-phenoxy}-nicotinamide). Reaction SMILES: [CH2:1]([NH:8][CH2:9][CH2:10][C:11]1[CH:26]=[CH:25][C:14]([O:15][C:16]2[CH:24]=[CH:23][C:19]([C:20]([NH2:22])=[O:21])=[CH:18][N:17]=2)=[CH:13][CH:12]=1)[C:2]1[CH:7]=[CH:6][CH:5]=[CH:4][CH:3]=1.[CH3:27]C(O)=O.C=O.[BH-](OC(C)=O)(OC(C)=O)OC(C)=O.[Na+]>ClCCCl.C(Cl)Cl>[CH2:1]([N:8]([CH3:27])[CH2:9][CH2:10][C:11]1[CH:26]=[CH:25][C:14]([O:15][C:16]2[CH:24]=[CH:23][C:19]([C:20]([NH2:22])=[O:21])=[CH:18][N:17]=2)=[CH:13][CH:12]=1)[C:2]1[CH:3]=[CH:4][CH:5]=[CH:6][CH:7]=1 |f:3.4|. Procedure: Combine amine (65 mg, 0.20 mmol) from example 1, AcOH (70 μL, 1.2 mmol), formaldehyde (0.6 mmol) and NaBH(OAc)3 (0.40 mmol) in 1,2-DCE (2 mL). Stir the mixture at room temperature overnight. Dilute the mixture with CH2Cl2 and wash with NaHCO3 sat. Extract the aqueous layer with CH2Cl2, combine the organic layers and dry over Na2SO4. Purify by flash chromatography on silica gel (eluent: EtOAc). Electrospray MS M+1 ion=362, 1H-NMR (CDCl3, 400 MHz): 8.58 (d, 1H, J=2.6 Hz), 8.15 (dd, 1H, J=2.6 and 8... Reactants: BrC=1C2=C(C=NC1)C(CC2)(O)C ((rac)-4-bromo-7-methyl-6,7-dihydro-5H-cyclopenta[c]pyridin-7-ol), FC(C1=CC=C(C=C1)B(O)O)(F)F (4-(trifluoromethyl)phenylboronic acid). The product is CC1(CCC2=C1C=NC=C2C2=CC=C(C=C2)C(F)(F)F)O ((rac)-7-Methyl-4-(4-(trifluoromethyl)phenyl)-6,7-dihydro-5H-cyclopenta[c]pyridin-7-ol). Isolated yield 85.0%. RXN SMILES: Br[C:2]1[C:3]2[CH2:10][CH2:9][C:8]([CH3:12])([OH:11])[C:4]=2[CH:5]=[N:6][CH:7]=1.[F:13][C:14]([F:25])([F:24])[C:15]1[CH:20]=[CH:19][C:18](B(O)O)=[CH:17][CH:16]=1>>[CH3:12][C:8]1([OH:11])[C:4]2[CH:5]=[N:6][CH:7]=[C:2]([C:18]3[CH:19]=[CH:20][C:15]([C:14]([F:25])([F:24])[F:13])=[CH:16][CH:17]=3)[C:3]=2[CH2:10][CH2:9]1. Reported procedure: In analogy to the procedure described for the preparation of example 1 (rac)-4-bromo-7-methyl-6,7-dihydro-5H-cyclopenta[c]pyridin-7-ol (intermediate A-13) was reacted with 4-(trifluoromethyl)phenylboronic acid to give the title compound as grey solid in 85% yield. MS: 294.1 (M+H+) The reactants are Cc1cccc(NCC(=O)Nc2ccc(S(N)(=O)=O)cc2Cl)c1, CCO, O. Yields the product Cc1cccc(N2CC(=O)N(c3ccc(S(N)(=O)=O)cc3Cl)C2)c1. RXN SMILES: [CH3:1][c:2]1[cH:3][c:4]([NH:5][CH2:6][C:7](=[O:8])[NH:9][c:10]2[c:11]([Cl:20])[cH:12][c:13]([S:16]([NH2:17])(=[O:18])=[O:19])[cH:14][cH:15]2)[cH:21][cH:22][cH:23]1.[CH3:24][CH2:25][OH:26].[OH2:27]>>[CH3:1][c:2]1[cH:3][c:4]([N:5]2[CH2:6][C:7](=[O:8])[N:9]([c:10]3[c:11]([Cl:20])[cH:12][c:13]([S:16]([NH2:17])(=[O:18])=[O:19])[cH:14][cH:15]3)[CH2:24]2)[cH:21][cH:22][cH:23]1. The reactants are CC(C)=O, Cl, Oc1cccc(OCC2CCC3(CC2)OCCO3)c1. The product is O=C1CCC(COc2cccc(O)c2)CC1. As a reaction SMILES: [CH3:21][C:22](=[O:23])[CH3:24].[ClH:20].[O:1]1[CH2:3][CH2:2][O:4][C:5]12[CH2:6][CH2:7][CH:8]([CH2:11][O:12][c:13]1[cH:14][c:15]([OH:19])[cH:16][cH:17][cH:18]1)[CH2:9][CH2:10]2>>[O:4]=[C:5]1[CH2:6][CH2:7][CH:8]([CH2:11][O:12][c:13]2[cH:14][c:15]([OH:19])[cH:16][cH:17][cH:18]2)[CH2:9][CH2:10]1. Reactants: CC(C)(C)OC(=O)N1CCCC1c1nc(Br)c(Br)[nH]1, [Li]CCCC, CCCCCC, C1CCOC1. Product: CC(C)(C)OC(=O)N1CCCC1c1nc(Br)c[nH]1. Reaction SMILES: [C:1]([CH3:2])([CH3:3])([CH3:4])[O:5][C:6](=[O:7])[N:8]1[CH:9]([c:13]2[nH:14][c:15]([Br:19])[c:16]([Br:18])[n:17]2)[CH2:10][CH2:11][CH2:12]1.[CH2:20]([Li:21])[CH2:22][CH2:23][CH3:24].[CH3:25][CH2:26][CH2:27][CH2:28][CH2:29][CH3:30].[O:31]1[CH2:32][CH2:33][CH2:34][CH2:35]1>>[C:1]([CH3:2])([CH3:3])([CH3:4])[O:5][C:6](=[O:7])[N:8]1[CH:9]([c:13]2[n:14][c:15]([Br:19])[cH:16][nH:17]2)[CH2:10][CH2:11][CH2:12]1.